From a dataset of the Open Reaction Database (ORD), a public repository of structured organic reaction records. describe an organic reaction: reactants, conditions, products, and yield The reactants are COc1cc2c(Nc3ccc4[nH]c(C)c(C)c4c3)ncnc2cc1O, ClCCl, OCC=CCN1CCCC1, CCOC(=O)N=NC(=O)OCC, CN(C)C=O, c1ccc(P(c2ccccc2)c2ccccc2)cc1. The product is COc1cc2c(Nc3ccc4[nH]c(C)c(C)c4c3)ncnc2cc1OCC=CCN1CCCC1. Reaction SMILES: [CH3:13][c:14]1[nH:15][c:16]2[cH:17][cH:18][c:19]([NH:24][c:25]3[n:26][cH:27][n:28][c:29]4[cH:30][c:31]([OH:37])[c:32]([O:35][CH3:36])[cH:33][c:34]34)[cH:20][c:21]2[c:22]1[CH3:23].[Cl:72][CH2:73][Cl:74].[N:57]1([CH2:62][CH:63]=[CH:64][CH2:65][OH:66])[CH2:58][CH2:59][CH2:60][CH2:61]1.[O:1]=[C:2]([O:3][CH2:4][CH3:5])[N:6]=[N:7][C:8]([O:9][CH2:10][CH3:11])=[O:12].[O:67]=[CH:68][N:69]([CH3:70])[CH3:71].[c:38]1([P:39]([c:40]2[cH:41][cH:42][cH:43][cH:44][cH:45]2)[c:46]2[cH:47][cH:48][cH:49][cH:50][cH:51]2)[cH:52][cH:53][cH:54][cH:55][cH:56]1>>[CH3:13][c:14]1[nH:15][c:16]2[cH:17][cH:18][c:19]([NH:24][c:25]3[n:26][cH:27][n:28][c:29]4[cH:30][c:31]([O:37][CH2:65][CH:64]=[CH:63][CH2:62][N:57]5[CH2:58][CH2:59][CH2:60][CH2:61]5)[c:32]([O:35][CH3:36])[cH:33][c:34]34)[cH:20][c:21]2[c:22]1[CH3:23].